Dataset: the Open Reaction Database (ORD), a public repository of structured organic reaction records. Task: describe an organic reaction: reactants, conditions, products, and yield Starting materials: [BH4-], CCO, [Cl-], [NH4+], [Na+], CC(C)(C)OC(=O)N1CCC2(CC1)CC(=O)C2. Product: CC(C)(C)OC(=O)N1CCC2(CC1)CC(O)C2. Reaction SMILES: [BH4-:1].[CH3:22][CH2:23][OH:24].[Cl-:20].[NH4+:21].[Na+:2].[O:3]=[C:4]1[CH2:5][C:6]2([CH2:7]1)[CH2:8][CH2:9][N:10]([C:13](=[O:14])[O:15][C:16]([CH3:17])([CH3:18])[CH3:19])[CH2:11][CH2:12]2>>[OH:3][CH:4]1[CH2:5][C:6]2([CH2:7]1)[CH2:8][CH2:9][N:10]([C:13](=[O:14])[O:15][C:16]([CH3:17])([CH3:18])[CH3:19])[CH2:11][CH2:12]2. Reactants: BrC=1C(=C(N(C1Br)C)C(=O)OC)O (Methyl 4,5-dibromo-3-hydroxy-1-methyl-1H-pyrrole- 2-carboxylate), C([O-])([O-])=O.[K+].[K+] (potassium carbonate), CC(=O)C (acetone). Solvent: CN(C)C=O (DMF). The product is BrC=1C(=C(N(C1Br)C)C(=O)OC)OC(C)C (Methyl 4,5-dibromo-3-(1-methylethoxy)-1-methyl-1H-pyrrole-2-carboxylate). As a reaction SMILES: [Br:1][C:2]1[C:3]([OH:13])=[C:4]([C:9]([O:11][CH3:12])=[O:10])[N:5]([CH3:8])[C:6]=1[Br:7].C(=O)([O-])[O-].[K+].[K+].[CH3:20][C:21]([CH3:23])=O>CN(C=O)C>[Br:1][C:2]1[C:3]([O:13][CH:21]([CH3:23])[CH3:20])=[C:4]([C:9]([O:11][CH3:12])=[O:10])[N:5]([CH3:8])[C:6]=1[Br:7] |f:1.2.3|. Procedure: Methyl 4,5-dibromo-3-hydroxy-1-methyl-1H-pyrrole- 2-carboxylate (9.6 g, 0.03 moles) and potassium carbonate (5.0 g, 0.036 moles) are stirred in a mixture of acetone (100 mL) and DMF (15 mL) and heated to reflux under argon. After 22 hours the solvent is removed under reduced pressure and the residue is partitioned between CH2Cl2 (500 mL) and water (400 mL). The layers are separated and the aqueous phase is extracted with CH2Cl2 (300 mL). The combined organic extracts are washed with saturated br... Reactants: O=C([O-])[O-], CO, ClC(Cl)Cl, COc1cc(Nc2c(C#N)cnc3cc(C#C[Si](C)(C)C)sc23)c(Cl)cc1Cl, [Cu]I, Ic1ccncc1, [K+], [K+], C1CCOC1, c1ccc(P(c2ccccc2)c2ccccc2)cc1. Product: COc1cc(Nc2c(C#N)cnc3cc(C#Cc4ccncc4)sc23)c(Cl)cc1Cl. As a reaction SMILES: [C:36](=[O:37])([O-:38])[O-:39].[CH3:66][OH:67].[CH:70]([Cl:71])([Cl:72])[Cl:73].[Cl:1][c:2]1[c:3]([NH:11][c:12]2[c:13]3[c:14]([n:15][cH:16][c:17]2[C:18]#[N:19])[cH:20][c:21]([C:23]#[C:24][Si:25]([CH3:26])([CH3:27])[CH3:28])[s:22]3)[cH:4][c:5]([O:9][CH3:10])[c:6]([Cl:8])[cH:7]1.[Cu:68][I:69].[I:29][c:30]1[cH:31][cH:32][n:33][cH:34][cH:35]1.[K+:40].[K+:41].[O:61]1[CH2:62][CH2:63][CH2:64][CH2:65]1.[c:42]1([P:43]([c:44]2[cH:45][cH:46][cH:47][cH:48][cH:49]2)[c:50]2[cH:51][cH:52][cH:53][cH:54][cH:55]2)[cH:56][cH:57][cH:58][cH:59][cH:60]1>>[Cl:1][c:2]1[c:3]([NH:11][c:12]2[c:13]3[c:14]([n:15][cH:16][c:17]2[C:18]#[N:19])[cH:20][c:21]([C:23]#[C:24][c:30]2[cH:31][cH:32][n:33][cH:34][cH:35]2)[s:22]3)[cH:4][c:5]([O:9][CH3:10])[c:6]([Cl:8])[cH:7]1. The reactants are C1(CCCC1)CCN(C(=O)N1C(CCC1)C(=O)NC1=CC(=CC=C1)O)CC(=O)OCC (ethyl 2-[N-(2-(cyclopentyl)ethyl)-N-[2-(3-hydroxyphenyl)aminocarbonyl-pyrrolidin-1-carbonyl)amino]acetate), NO (hydroxylamine). The solvent is O1CCOCC1 (dioxane). Conditions: time 36 hour. Product: ONC(CN(C(=O)N1C(CCC1)C(=O)NC1=CC(=CC=C1)O)CCC1CCCC1)=O (N-hydroxy-{N-[2-(cyclopentyl)ethyl]-N-[2-(3-hydroxyphenyl)aminocarbonylpyrrolidin-1-ylcarbonyl]-amino}acetamide). RXN SMILES: [CH:1]1([CH2:6][CH2:7][N:8]([CH2:26][C:27]([O:29]CC)=O)[C:9]([N:11]2[CH2:15][CH2:14][CH2:13][CH:12]2[C:16]([NH:18][C:19]2[CH:24]=[CH:23][CH:22]=[C:21]([OH:25])[CH:20]=2)=[O:17])=[O:10])[CH2:5][CH2:4][CH2:3][CH2:2]1.[NH2:32][OH:33]>O1CCOCC1>[OH:33][NH:32][C:27](=[O:29])[CH2:26][N:8]([CH2:7][CH2:6][CH:1]1[CH2:2][CH2:3][CH2:4][CH2:5]1)[C:9]([N:11]1[CH2:15][CH2:14][CH2:13][CH:12]1[C:16]([NH:18][C:19]1[CH:24]=[CH:23][CH:22]=[C:21]([OH:25])[CH:20]=1)=[O:17])=[O:10]. Procedure details: To ethyl 2-[N-(2-(cyclopentyl)ethyl)-N-[2-(3-hydroxyphenyl)aminocarbonyl-pyrrolidin-1-carbonyl)amino]acetate (200 μmol) in dioxane (2 mL) was added 50% aqueous hydroxylamine (1 mL), and the reaction stirred for 36 h. The crude reaction mixture was then purified by preparative reverse-phase (C18) HPLC to afford N-hydroxy-{N-[2-(cyclopentyl)ethyl]-N-[2-(3-hydroxyphenyl)aminocarbonylpyrrolidin-1-ylcarbonyl]-amino}acetamide. 1H NMR (DMSO-d6): δ9.33 (br s, 1H), 7.25-7.24 (m, 1H), 7.07-6.99 (m, 2H), 6...